Dataset: the Open Reaction Database (ORD), a public repository of structured organic reaction records. Task: describe an organic reaction: reactants, conditions, products, and yield The reactants are CCOC(=O)c1cnc(Cl)c2c(COc3cc(-c4nc(C)no4)ccc3C)csc12, CC(C)O, N. Yields the product CCOC(=O)c1cnc(N)c2c(COc3cc(-c4nc(C)no4)ccc3C)csc12. Reaction SMILES: [CH2:2]([CH3:3])[O:4][C:5](=[O:6])[c:7]1[c:8]2[c:9]([c:10]([Cl:13])[n:11][cH:12]1)[c:14]([CH2:17][O:18][c:19]1[c:20]([CH3:31])[cH:21][cH:22][c:23](-[c:25]3[n:26][c:27]([CH3:30])[n:28][o:29]3)[cH:24]1)[cH:15][s:16]2.[CH3:32][CH:33]([OH:34])[CH3:35].[NH3:1]>>[NH2:1][c:10]1[c:9]2[c:8]([c:7]([C:5]([O:4][CH2:2][CH3:3])=[O:6])[cH:12][n:11]1)[s:16][cH:15][c:14]2[CH2:17][O:18][c:19]1[c:20]([CH3:31])[cH:21][cH:22][c:23](-[c:25]2[n:26][c:27]([CH3:30])[n:28][o:29]2)[cH:24]1.